Dataset: the Open Reaction Database (ORD), a public repository of structured organic reaction records. Task: describe an organic reaction: reactants, conditions, products, and yield The reactants are NC1=CC=C(C(=O)N)C=C1 (4-aminobenzamide), IC=1C=C(C=C(C1)C)C (5-iodo-m-xylene). The product is NC1=CC=C(C(=O)NC2=CC(=CC(=C2)C)C)C=C1 (4-Amino-N-(3,5-dimethylphenyl)benzamide). The yield is 98.4%. As a reaction SMILES: [NH2:1][C:2]1[CH:10]=[CH:9][C:5]([C:6]([NH2:8])=[O:7])=[CH:4][CH:3]=1.I[C:12]1[CH:13]=[C:14]([CH3:19])[CH:15]=[C:16]([CH3:18])[CH:17]=1>>[NH2:1][C:2]1[CH:10]=[CH:9][C:5]([C:6]([NH:8][C:12]2[CH:17]=[C:16]([CH3:18])[CH:15]=[C:14]([CH3:19])[CH:13]=2)=[O:7])=[CH:4][CH:3]=1. Procedure details: Using general procedure A, 4-aminobenzamide (170 mg, 1.25 mmol) was coupled with 5-iodo-m-xylene (150 μL, 1.04 mmol). The crude product was purified by flash chromatography on silica gel (2×20 cm; hexane-ethyl acetate 2:3; 15 mL fractions). Fractions 9-18 provided 246 mg (98% yield) of the product as a white solid. 1H NMR (400 MHz, CDCl3): δ 7.74-7.69 (m, 2H), 7.66 (br s, 1H), 7.28 (s, 2H), 6.78 (s, 1H), 6.74-6.69 (m, 2H), 4.05 (br s, 2H), 2.33 (s, 6H). 13C NMR (100 MHz, CDCl3): δ 165.7, 150.3, ... Starting materials: C(C=C)Cl (allyl chloride), solution, C[SiH](Cl)Cl (MeSiHCl2), [SiH](C)(C)Cl (Me2SiHCl). Reaction conditions: temperature 45 celsius. Yields the product C[Si](Cl)(Cl)CCCCl (MeSiCl2CH2CH2CH2Cl), [Si](Cl)(C)(C)CCCCl (Me2SiClCH2CH2CH2Cl). Yield: 22.6%. As a reaction SMILES: [CH3:1][SiH:2]([Cl:4])[Cl:3].[SiH:5]([Cl:8])([CH3:7])[CH3:6].[CH2:9]([Cl:12])[CH:10]=[CH2:11]>>[CH3:1][Si:2]([CH2:11][CH2:10][CH2:9][Cl:12])([Cl:4])[Cl:3].[Si:5]([CH2:11][CH2:10][CH2:9][Cl:12])([CH3:7])([CH3:6])[Cl:8]. Reported procedure: In a 100 ml apparatus, there were combined 8.6 g (0.075 mol) of MeSiHCl2, 7.1 g (0.075 mol) of Me2SiHCl, and 5.7 g (0.075 mol) of allyl chloride. Pt catalyst solution (0.01 ml) was added at 37° C., followed by heating up to 45° C. over 1 hr. Vacuum distillation yielded 31.3% of MeSiCl2CH2CH2CH2Cl and 22.6% of Me2SiClCH2CH2CH2Cl. This example shows that neither Me2SiHCl nor MeSiHCl2 is a very effective promoter at the equimolar level for reactions of the other with allyl chloride. Reactants: CCO, COC(=O)c1nc(Cl)c(NC2CCN(c3nc(N)c4cc(OC)c(OC)cc4n3)CC2)nc1N, [K+], [OH-]. Product: COc1cc2nc(N3CCC(Nc4nc(N)c(C(=O)O)nc4Cl)CC3)nc(N)c2cc1OC. RXN SMILES: [CH3:37][CH2:38][OH:39].[CH3:3][O:4][C:5](=[O:6])[c:7]1[n:8][c:9]([Cl:36])[c:10]([NH:14][CH:15]2[CH2:16][CH2:17][N:18]([c:21]3[n:22][c:23]4[cH:24][c:25]([O:34][CH3:35])[c:26]([O:32][CH3:33])[cH:27][c:28]4[c:29]([NH2:31])[n:30]3)[CH2:19][CH2:20]2)[n:11][c:12]1[NH2:13].[K+:2].[OH-:1]>>[O:4]=[C:5]([OH:6])[c:7]1[n:8][c:9]([Cl:36])[c:10]([NH:14][CH:15]2[CH2:16][CH2:17][N:18]([c:21]3[n:22][c:23]4[cH:24][c:25]([O:34][CH3:35])[c:26]([O:32][CH3:33])[cH:27][c:28]4[c:29]([NH2:31])[n:30]3)[CH2:19][CH2:20]2)[n:11][c:12]1[NH2:13]. Reactants: [OH-].[Na+] (sodium hydroxide), O (Water), ClC=1C(=NC=CC1)N1NC(C=C1C(=O)OCC)=O (ethyl 1-(3-chloro-2-pyridinyl)-2,3-dihydro-3-oxo-1H-pyrazole-5-carboxylate), ClC=1C(=NC=CC1)N1NC(C=C1C(=O)OCC)=O (Ethyl 1-(3-chloro-2-pyridinyl)-2,3-dihydro-3-oxo-1H-pyrazole-5-carboxyate), O (water). The solvent is CO (methanol). Reaction conditions: time 3 hour. Product: ClC=1C(=NC=CC1)N1NC(C=C1C(=O)O)=O (1-(3-Chloro-2-pyridinyl)-2,3-dihydro-3-oxo-1H-pyrazole-5-carboxylic acid). RXN SMILES: [Cl:1][C:2]1[C:3]([N:8]2[C:12]([C:13]([O:15]CC)=[O:14])=[CH:11][C:10](=[O:18])[NH:9]2)=[N:4][CH:5]=[CH:6][CH:7]=1.O.[OH-].[Na+]>CO>[Cl:1][C:2]1[C:3]([N:8]2[C:12]([C:13]([OH:15])=[O:14])=[CH:11][C:10](=[O:18])[NH:9]2)=[N:4][CH:5]=[CH:6][CH:7]=1 |f:2.3|. Reported procedure: To a stirred solution of ethyl 1-(3-chloro-2-pyridinyl)-2,3-dihydro-3-oxo-1H-pyrazole-5-carboxylate (i.e. the product of Step B) (1.0 g, 3.7 mmol) in methanol (15 mL) was added water (3 mL). An aqueous solution of sodium hydroxide (50%, 1.0 g, 12.5 mmol) was added dropwise, and the reaction mixture was stirred at room temperature for 3 hours, during which time the reaction mixture turned a clear yellow. Water (20 mL) was added and the reaction mixture was extracted with ethyl ether, which was di... Reactants: OC1=CC=C(C(=O)N(C2=C(C=CC(=C2)OC)C2CC=3C=CC(=CC3CC2)OC(C(C)(C)C)=O)C(C)C)C=C1 (pivalic acid 6-{2-[(4-hydroxybenzoyl)isopropylamino]-4-methoxyphenyl}-5,6,7,8-tetrahydronaphthalen-2-yl ester), ClCCN1CCCCCC1 (1-(2-chloroethyl)azepane). The product is N1(CCCCCC1)CCOC1=CC=C(CN(C2=C(C=CC(=C2)OC)C2CC=3C=CC(=CC3CC2)O)C(C)C)C=C1 (6-{2-{[4-(2-Azepan-1-yl-ethoxy)benzyl]isopropylamino}-4-methoxyphenyl}-5,6,7,8-tetrahydronaphthalen-2-ol). The yield is 19.0%. Reaction SMILES: [OH:1][C:2]1[CH:38]=[CH:37][C:5]([C:6]([N:8]([CH:34]([CH3:36])[CH3:35])[C:9]2[CH:14]=[C:13]([O:15][CH3:16])[CH:12]=[CH:11][C:10]=2[CH:17]2[CH2:26][CH2:25][C:24]3[CH:23]=[C:22]([O:27]C(=O)C(C)(C)C)[CH:21]=[CH:20][C:19]=3[CH2:18]2)=O)=[CH:4][CH:3]=1.Cl[CH2:40][CH2:41][N:42]1[CH2:48][CH2:47][CH2:46][CH2:45][CH2:44][CH2:43]1>>[N:42]1([CH2:41][CH2:40][O:1][C:2]2[CH:3]=[CH:4][C:5]([CH2:6][N:8]([CH:34]([CH3:36])[CH3:35])[C:9]3[CH:14]=[C:13]([O:15][CH3:16])[CH:12]=[CH:11][C:10]=3[CH:17]3[CH2:26][CH2:25][C:24]4[CH:23]=[C:22]([OH:27])[CH:21]=[CH:20][C:19]=4[CH2:18]3)=[CH:37][CH:38]=2)[CH2:48][CH2:47][CH2:46][CH2:45][CH2:44][CH2:43]1. Procedure: Synthesized from pivalic acid 6-{2-[(4-hydroxybenzoyl)isopropylamino]-4-methoxyphenyl}-5,6,7,8-tetrahydronaphthalen-2-yl ester (30 mg) and 1-(2-chloroethyl)azepane (23 mg) according to an analogous synthetic method to Example 404 and purified by NH silica gel column chromatography (hexane-ethyl acetate system), the title compound (6.0 mg) was obtained. The reactants are C(C1=CC=CC=C1)(C1=CC=CC=C1)NC(P(O)O)C=1OC=CC1 (1-benzhydrylamino-1-(fur-2-yl)-methanephosphonous acid), C(C1=CC=CC=C1)(C1=CC=CC=C1)NC(C(C)C)P(O)O (1-benzhydrylamino-2-methylpropanephosphonous acid). The product is NC(P(O)O)C=1OC=CC1 (1-amino-1-(fur-2-yl)-methanephosphonous acid). As a reaction SMILES: C([NH:14][CH:15]([C:19]1[O:20][CH:21]=[CH:22][CH:23]=1)[P:16]([OH:18])[OH:17])(C1C=CC=CC=1)C1C=CC=CC=1.C(NC(P(O)O)C(C)C)(C1C=CC=CC=1)C1C=CC=CC=1>>[NH2:14][CH:15]([C:19]1[O:20][CH:21]=[CH:22][CH:23]=1)[P:16]([OH:18])[OH:17]. Reported procedure: The procedure described in Example 36B was repeated using DL-1-benzhydrylamino-1-(fur-2-yl)-methanephosphonous acid instead of DL-1-benzhydrylamino-2-methylpropanephosphonous acid to give DL-1-amino-1-(fur-2-yl)-methanephosphonous acid, melting point 221°.